From a dataset of the Open Reaction Database (ORD), a public repository of structured organic reaction records. describe an organic reaction: reactants, conditions, products, and yield Reactants: C(=O)C(CO)OC(C=O)N1C(NC(C=C1)=O)=O (α-(1-Formyl-2-hydroxyethoxy)-3,4-dihydro-2,4-dioxo-1(2H)-pyrimidineacetaldehyde), NC1=NNC=N1 (3-amino-1H-1,2,4-triazole). Solvent: CO (methanol), O (water). Run at time 5 hour. Yields the product OC1N(C([C@H](O[C@H]1N1C(=O)NC(=O)C=C1)CO)O)C1=NNC=N1 (1-[(2R, 6R)-3,5-dihydroxy-6-hydroxymethyl-4-(1,2,4-triazol-3-yl)morpholin-2-yl]uracil). The yield is 95.9%. Reaction SMILES: [CH:1]([CH:3]([O:6][CH:7]([N:10]1[CH:15]=[CH:14][C:13](=[O:16])[NH:12][C:11]1=[O:17])[CH:8]=[O:9])[CH2:4][OH:5])=[O:2].[NH2:18][C:19]1[N:23]=[CH:22][NH:21][N:20]=1>CO.O>[OH:9][CH:8]1[C@H:7]([N:10]2[CH:15]=[CH:14][C:13](=[O:16])[NH:12][C:11]2=[O:17])[O:6][C@H:3]([CH2:4][OH:5])[CH:1]([OH:2])[N:18]1[C:19]1[N:23]=[CH:22][NH:21][N:20]=1. Procedure: [R-(R*, R*)]-α-(1-Formyl-2-hydroxyethoxy)-3,4-dihydro-2,4-dioxo-1(2H)-pyrimidineacetaldehyde, (uridinedialdehyde), (4.84 g) was dissolved in a mixture of methanol (100 ml) and water (100 ml). To the solution was added 3-amino-1H-1,2,4-triazole (1.68 g). The mixture was stirred at ambient temperature for five hours and evaporated in vacuo. The residue was triturated with acetone to give 1-[(2R, 6R)-3,5-dihydroxy-6-hydroxymethyl-4-(1,2,4-triazol-3-yl)morpholin-2-yl]uracil (6.25 g).